From a dataset of the Open Reaction Database (ORD), a public repository of structured organic reaction records. describe an organic reaction: reactants, conditions, products, and yield Reactants: FC(OC1=CC=C(C=C1)NC=1N=NC(=CC1)CCC=1C=C2C=NN(C2=CC1)C1OCCCC1)F (N-(4-(difluoromethoxy)phenyl)-6-(2-(1-(tetrahydro-2H-pyran-2-yl)-1H-indazol-5-yl)ethyl)pyridazin-3-amine), C(=O)(C(F)(F)F)O (TFA). Solvent: C(Cl)Cl (DCM). Reaction conditions: time 3 hour. Yields the product N1N=CC2=CC(=CC=C12)CCC1=CC=C(N=N1)NC1=CC=C(C=C1)OC(F)F (6-(2-(1H-indazol-5-yl)ethyl)-N-(4-(difluoromethoxy)phenyl)pyridazin-3-amine). Reaction SMILES: [F:1][CH:2]([F:34])[O:3][C:4]1[CH:9]=[CH:8][C:7]([NH:10][C:11]2[N:12]=[N:13][C:14]([CH2:17][CH2:18][C:19]3[CH:20]=[C:21]4[C:25](=[CH:26][CH:27]=3)[N:24](C3CCCCO3)[N:23]=[CH:22]4)=[CH:15][CH:16]=2)=[CH:6][CH:5]=1.C(O)(C(F)(F)F)=O>C(Cl)Cl>[NH:24]1[C:25]2[C:21](=[CH:20][C:19]([CH2:18][CH2:17][C:14]3[N:13]=[N:12][C:11]([NH:10][C:7]4[CH:8]=[CH:9][C:4]([O:3][CH:2]([F:34])[F:1])=[CH:5][CH:6]=4)=[CH:16][CH:15]=3)=[CH:27][CH:26]=2)[CH:22]=[N:23]1. Procedure: To a stirred solution of N-(4-(difluoromethoxy)phenyl)-6-(2-(1-(tetrahydro-2H-pyran-2-yl)-1H-indazol-5-yl)ethyl)pyridazin-3-amine (0.12 g, 0.258 mmol) in DCM (10 mL) was added TFA (1 mL, 12.98 mmol) and the reaction mixture was stirred at room temperature for 3 h. The reaction mixture was concentrated and washed with diethyl ether. The crude product was purified by preparative LCMS on a Waters Xbridge C18 column (19×150 mm, 5 μm) using 0-100% mobile phase B (95:5 Methanol:water with 10 mM NH4OAc... Starting materials: COC1=C(CNC2=NC=NC=C2)C=CC(=C1)OC (N-(2,4-dimethoxybenzyl)pyrimidine-4-amine), FC1=C(C=CC(=C1F)F)S(=O)(=O)Cl (2,3,4-trifluorobenzenesulfonyl chloride), N12CCN(CC1)CC2 (1,4-diazabicyclo[2.2.2]octane). Solvent: C(C)#N (acetonitrile). Yields the product COC1=C(CN(S(=O)(=O)C2=C(C(=C(C=C2)F)F)F)C2=NC=NC=C2)C=CC(=C1)OC (N-(2,4-Dimethoxybenzyl)-2,3,4-trifluoro-N-(pyrimidin-4-yl)benzenesulfonamide). Isolated yield 30.9%. As a reaction SMILES: [CH3:1][O:2][C:3]1[CH:16]=[C:15]([O:17][CH3:18])[CH:14]=[CH:13][C:4]=1[CH2:5][NH:6][C:7]1[CH:12]=[CH:11][N:10]=[CH:9][N:8]=1.[F:19][C:20]1[C:25]([F:26])=[C:24]([F:27])[CH:23]=[CH:22][C:21]=1[S:28](Cl)(=[O:30])=[O:29].N12CCN(CC1)CC2>C(#N)C>[CH3:1][O:2][C:3]1[CH:16]=[C:15]([O:17][CH3:18])[CH:14]=[CH:13][C:4]=1[CH2:5][N:6]([C:7]1[CH:12]=[CH:11][N:10]=[CH:9][N:8]=1)[S:28]([C:21]1[CH:22]=[CH:23][C:24]([F:27])=[C:25]([F:26])[C:20]=1[F:19])(=[O:30])=[O:29]. Procedure: The reaction and aftertreatment were conducted in the same manner as in Example 14b by using the N-(2,4-dimethoxybenzyl)pyrimidine-4-amine (400 mg, 1.63 mmol) prepared in Example 14a, 2,3,4-trifluorobenzenesulfonyl chloride (752 mg, 3.26 mmol), 1,4-diazabicyclo[2.2.2]octane (366 mg, 3.26 mmol) and acetonitrile (8.0 mL), to yield the title compound (221 mg, 31%) as a colorless amorphous solid. The reactants are CNC(=O)C1=C(OC=2N=C3C(=CC12)C(CN(CCN3S(=O)(=O)C)S(=O)(=O)C)=C)C3=CC=C(C=C3)F (2-(4-Fluoro-phenyl)-7,10-bis-methanesulfonyl-5-methylene-5,6,7,8,9,10-hexahydro-1-oxa-7,10,11-triaza-cycloocta[f]indene-3-carboxylic acid methylamide). Reagents/catalysts: O[Pd]O (Dihydroxypalladium). The solvent is CO.CCOC(=O)C (MeOH EtOAc). Conditions: time 8 hour. The product is CNC(=O)C1=C(OC=2N=C3C(=CC12)C(CN(CCN3S(=O)(=O)C)S(=O)(=O)C)C)C3=CC=C(C=C3)F (2-(4-Fluoro-phenyl)-7,10-bis-methanesulfonyl-5-methyl-5,6,7,8,9,10-hexahydro-1-oxa-7,10,11-triaza-cycloocta[f]indene-3-carboxylic acid methylamide). The yield is 4.6%. RXN SMILES: [CH3:1][NH:2][C:3]([C:5]1[C:13]2[CH:12]=[C:11]3[C:14](=[CH2:28])[CH2:15][N:16]([S:24]([CH3:27])(=[O:26])=[O:25])[CH2:17][CH2:18][N:19]([S:20]([CH3:23])(=[O:22])=[O:21])[C:10]3=[N:9][C:8]=2[O:7][C:6]=1[C:29]1[CH:34]=[CH:33][C:32]([F:35])=[CH:31][CH:30]=1)=[O:4]>CO.CCOC(C)=O.O[Pd]O>[CH3:1][NH:2][C:3]([C:5]1[C:13]2[CH:12]=[C:11]3[CH:14]([CH3:28])[CH2:15][N:16]([S:24]([CH3:27])(=[O:26])=[O:25])[CH2:17][CH2:18][N:19]([S:20]([CH3:23])(=[O:21])=[O:22])[C:10]3=[N:9][C:8]=2[O:7][C:6]=1[C:29]1[CH:34]=[CH:33][C:32]([F:35])=[CH:31][CH:30]=1)=[O:4] |f:1.2|. Procedure: To 2-(4-Fluoro-phenyl)-7,10-bis-methanesulfonyl-5-methylene-5,6,7,8,9,10-hexahydro-1-oxa-7,10,11-triaza-cycloocta[f]indene-3-carboxylic acid methylamide (3 mg, 5.74 umol) dissolved in MeOH:EtOAc (1:1 1 mL) was added Dihydroxypalladium (0.5 mg, 2.87 umol). The reaction was fitted with a balloon of H2 and then stirred overnight. The mixture was filtered through a bed of celite and washed with additional MeOH (10 mL) and EtOAc (10 mL) and then concentrated and purified by HPLC CH3CN/H2O/0.1% TFA) t... Starting materials: CO (Methanol), C1(=CC=C(C=C1)S(=O)(=O)OC(C#N)C1=CC(=CC=C1)C(C1=CC=CC=C1)=O)C (O-(p-toluenesulfonyl)-m-benzoylmandelonitrile), [Na] (Sodium), SC=1SC2=C(N1)C=CC=C2 (2-mercaptobenzothiazole). The solvent is O (Water), COCCOC (DME). Yields the product S1C(=NC2=C1C=CC=C2)SC(C#N)C2=CC(=CC=C2)C(C2=CC=CC=C2)=O (alpha-(2-benzothiazolylthio)-(m-benzoylphenyl)acetonitrile). Isolated yield 83.4%. Reaction SMILES: CO.C1(C)C=CC(S(O[CH:13]([C:16]2[CH:21]=[CH:20][CH:19]=[C:18]([C:22](=[O:29])[C:23]3[CH:28]=[CH:27][CH:26]=[CH:25][CH:24]=3)[CH:17]=2)[C:14]#[N:15])(=O)=O)=CC=1.[Na].[SH:32][C:33]1[S:34][C:35]2[CH:41]=[CH:40][CH:39]=[CH:38][C:36]=2[N:37]=1>O.COCCOC>[S:34]1[C:35]2[CH:41]=[CH:40][CH:39]=[CH:38][C:36]=2[N:37]=[C:33]1[S:32][CH:13]([C:16]1[CH:21]=[CH:20][CH:19]=[C:18]([C:22](=[O:29])[C:23]2[CH:24]=[CH:25][CH:26]=[CH:27][CH:28]=2)[CH:17]=1)[C:14]#[N:15] |^1:30|. Procedure: Methanol (6 ml) and 3 ml of DME were added to 1.18 g of O-(p-toluenesulfonyl)-m-benzoylmandelonitrile, and the mixture was stirred in an argon atmosphere under ice cooling. Sodium salt of 2-mercaptobenzothiazole (570 mg) was added, and the mixture was stirred for 1.5 hours under ice cooling. Water (50 ml) was added, and the mixture was extracted with 30 ml of methylene chloride three times. The extract was washed with 40 ml of water, dried over anhydrous magnesium sulfate, and concentrated under... Starting materials: ClC=1C(=CC2=C(SC=C2)C1Cl)OCC(=O)[O-] ((6,7-dichlorobenzo[b]thien-5-yl oxy]acetate), [OH-].[K+] (potassium hydroxide), C(C)O (ethanol). Run in O (water). Run at time 30 minute. Yields the product ClC=1C(=CC2=C(SC=C2)C1Cl)OCC(=O)O ([(6,7-dichlorobenzo[b]thien-5-yl)oxy]acetic acid). Reaction SMILES: [Cl:1][C:2]1[C:3]([O:12][CH2:13][C:14]([O-:16])=[O:15])=[CH:4][C:5]2[CH:9]=[CH:8][S:7][C:6]=2[C:10]=1[Cl:11].[OH-].[K+].C(O)C>O>[Cl:1][C:2]1[C:3]([O:12][CH2:13][C:14]([OH:16])=[O:15])=[CH:4][C:5]2[CH:9]=[CH:8][S:7][C:6]=2[C:10]=1[Cl:11] |f:1.2|. Procedure details: A mixture of 7.5 g of ethyl[(6,7-dichlorobenzo[b]thien-5-yl oxy]acetate, 15 g of potassium hydroxide pellets, 125 ml of ethanol and 125 ml of water is refluxed for 1 hour. Ethanol is removed under reduced pressure at 60° and the aqueous suspension is acidified with conc hydrochloric acid. The slurry is stirred at room temperature for 30 min. and extracted with ether (3×250 ml-portions). The combined ether extracts are washed with water, dried over anhydrous magnesium sulfate and concentrated in ... Reactants: C1CCOC1, CO, [Li+], [OH-], O, O, CCOC(=O)C(CC(C)C)c1cc(Cl)c(OCC2CC2)c(-c2ccc3ncsc3c2)c1. Product: CC(C)CC(C(=O)O)c1cc(Cl)c(OCC2CC2)c(-c2ccc3ncsc3c2)c1. RXN SMILES: [CH2:38]1[O:39][CH2:40][CH2:41][CH2:42]1.[CH3:32][OH:33].[Li+:36].[OH-:35].[OH2:34].[OH2:37].[s:1]1[cH:2][n:3][c:4]2[c:5]1[cH:6][c:7](-[c:10]1[cH:11][c:12]([CH:22]([C:23](=[O:24])[O:25][CH2:26][CH3:27])[CH2:28][CH:29]([CH3:30])[CH3:31])[cH:13][c:14]([Cl:21])[c:15]1[O:16][CH2:17][CH:18]1[CH2:19][CH2:20]1)[cH:8][cH:9]2>>[s:1]1[cH:2][n:3][c:4]2[c:5]1[cH:6][c:7](-[c:10]1[cH:11][c:12]([CH:22]([C:23](=[O:24])[OH:25])[CH2:28][CH:29]([CH3:30])[CH3:31])[cH:13][c:14]([Cl:21])[c:15]1[O:16][CH2:17][CH:18]1[CH2:19][CH2:20]1)[cH:8][cH:9]2. The reactants are CC(C)(C)N, CN1CCCC1=O, O=C(Nc1cnccc1Nc1cccc(F)c1F)c1cccnc1F, O. Yields the product CC(C)(C)Nc1ncccc1C(=O)Nc1cnccc1Nc1cccc(F)c1F. Reaction SMILES: [C:26]([CH3:27])([CH3:28])([CH3:29])[NH2:30].[CH3:31][N:32]1[CH2:33][CH2:34][CH2:35][C:36]1=[O:37].[F:1][c:2]1[c:3]([NH:9][c:10]2[c:11]([NH:16][C:17](=[O:18])[c:19]3[c:20]([F:25])[n:21][cH:22][cH:23][cH:24]3)[cH:12][n:13][cH:14][cH:15]2)[cH:4][cH:5][cH:6][c:7]1[F:8].[OH2:38]>>[F:1][c:2]1[c:3]([NH:9][c:10]2[c:11]([NH:16][C:17](=[O:18])[c:19]3[c:20]([NH:30][C:26]([CH3:27])([CH3:28])[CH3:29])[n:21][cH:22][cH:23][cH:24]3)[cH:12][n:13][cH:14][cH:15]2)[cH:4][cH:5][cH:6][c:7]1[F:8]. Reactants: CCO, CC(=O)[O-], CC(=O)Cc1cn(-c2ccccc2Cl)c2ccccc12, Cl, NO, [Na+], O. The product is CC(Cc1cn(-c2ccccc2Cl)c2ccccc12)=NO. Reaction SMILES: [CH2:30]([OH:31])[CH3:32].[CH3:5][C:6](=[O:7])[O-:8].[Cl:10][c:11]1[c:12](-[n:17]2[cH:18][c:19]([CH2:26][C:27]([CH3:28])=[O:29])[c:20]3[cH:21][cH:22][cH:23][cH:24][c:25]23)[cH:13][cH:14][cH:15][cH:16]1.[ClH:1].[NH2:2][OH:3].[Na+:4].[OH2:9]>>[N:2]([OH:3])=[C:27]([CH2:26][c:19]1[cH:18][n:17](-[c:12]2[c:11]([Cl:10])[cH:16][cH:15][cH:14][cH:13]2)[c:25]2[c:20]1[cH:21][cH:22][cH:23][cH:24]2)[CH3:28]. The reactants are C#CCNC(=O)OCc1ccccc1, COC(=O)c1cccc(CN2C(=O)NC(C)(c3cccc(Br)c3)C2=O)c1, CCOC(C)=O, [Cu]I, CN(C)C=O, Cl[Pd]Cl, c1ccc(P(c2ccccc2)c2ccccc2)cc1, c1ccc(P(c2ccccc2)c2ccccc2)cc1. Yields the product COC(=O)c1cccc(CN2C(=O)NC(C)(c3cccc(C#CCNC(=O)OCc4ccccc4)c3)C2=O)c1. As a reaction SMILES: [C:27](=[O:28])([O:29][CH2:30][c:31]1[cH:32][cH:33][cH:34][cH:35][cH:36]1)[NH:37][CH2:38][C:39]#[CH:40].[CH3:1][O:2][C:3]([c:4]1[cH:5][c:6]([CH2:10][N:11]2[C:12](=[O:25])[NH:13][C:14]([CH3:17])([c:18]3[cH:19][c:20]([Br:24])[cH:21][cH:22][cH:23]3)[C:15]2=[O:16])[cH:7][cH:8][cH:9]1)=[O:26].[CH3:46][CH2:47][O:48][C:49]([CH3:50])=[O:51].[Cu:52][I:53].[O:41]=[CH:42][N:43]([CH3:44])[CH3:45].[Pd:54]([Cl:55])[Cl:56].[c:57]1([P:58]([c:59]2[cH:60][cH:61][cH:62][cH:63][cH:64]2)[c:65]2[cH:66][cH:67][cH:68][cH:69][cH:70]2)[cH:71][cH:72][cH:73][cH:74][cH:75]1.[c:76]1([P:77]([c:78]2[cH:79][cH:80][cH:81][cH:82][cH:83]2)[c:84]2[cH:85][cH:86][cH:87][cH:88][cH:89]2)[cH:90][cH:91][cH:92][cH:93][cH:94]1>>[CH3:1][O:2][C:3]([c:4]1[cH:5][c:6]([CH2:10][N:11]2[C:12](=[O:25])[NH:13][C:14]([CH3:17])([c:18]3[cH:19][c:20]([C:40]#[C:39][CH2:38][NH:37][C:27](=[O:28])[O:29][CH2:30][c:31]4[cH:32][cH:33][cH:34][cH:35][cH:36]4)[cH:21][cH:22][cH:23]3)[C:15]2=[O:16])[cH:7][cH:8][cH:9]1)=[O:26]. The reactants are C1CCOC1, [Li+], [OH-], COC(=O)c1cccc2cc(-c3cccc4cnccc34)ccc12. Yields the product O=C(O)c1cccc2cc(-c3cccc4cnccc34)ccc12. As a reaction SMILES: [CH2:27]1[O:28][CH2:29][CH2:30][CH2:31]1.[Li+:26].[OH-:25].[cH:1]1[n:2][cH:3][cH:4][c:5]2[c:6](-[c:11]3[cH:12][c:13]4[cH:14][cH:15][cH:16][c:17]([C:21](=[O:22])[O:23][CH3:24])[c:18]4[cH:19][cH:20]3)[cH:7][cH:8][cH:9][c:10]12>>[cH:1]1[n:2][cH:3][cH:4][c:5]2[c:6](-[c:11]3[cH:12][c:13]4[cH:14][cH:15][cH:16][c:17]([C:21](=[O:22])[OH:23])[c:18]4[cH:19][cH:20]3)[cH:7][cH:8][cH:9][c:10]12.